This data is from the Open Reaction Database (ORD), a public repository of structured organic reaction records. The task is: describe an organic reaction: reactants, conditions, products, and yield Reported procedure: To a 0° C. slurry of sodium hydroxide (82 g, 2 mol) in DMF (1.5 L) was added acetone oxime (125 g, 1.7 mol). After stirring 45 min, 1-fluoro-4-nitrobenzene (218 g, 1.55 mol) was added over 45 min. After stirring at room temperature for 2.5 h, the reaction was poured into cold brine (4.5 L). The mixture was stirred at 0° C. for 2 h. The solid was collected by filtration, washed with water (4×1.5 L) and dried to provide 300 g (99%) of 2-propanone O-(4-nitrophenyl)oxime. Solvent: [Cl-].[Na+].O (brine), CN(C)C=O (DMF). As a reaction SMILES: [OH-].[Na+].[CH3:3][C:4](=[N:6][OH:7])[CH3:5].F[C:9]1[CH:14]=[CH:13][C:12]([N+:15]([O-:17])=[O:16])=[CH:11][CH:10]=1>CN(C=O)C.[Cl-].[Na+].O>[N+:15]([C:12]1[CH:13]=[CH:14][C:9]([O:7][N:6]=[C:4]([CH3:5])[CH3:3])=[CH:10][CH:11]=1)([O-:17])=[O:16] |f:0.1,5.6.7|. Isolated yield 99.7%. Yields the product [N+](=O)([O-])C1=CC=C(C=C1)ON=C(C)C (2-propanone O-(4-nitrophenyl)oxime). Reaction conditions: time 45 minute. Reactants: [OH-].[Na+] (sodium hydroxide), CC(C)=NO (acetone oxime), FC1=CC=C(C=C1)[N+](=O)[O-] (1-fluoro-4-nitrobenzene).